From a dataset of the Open Reaction Database (ORD), a public repository of structured organic reaction records. describe an organic reaction: reactants, conditions, products, and yield Product: CC(C)c1cccc2ccc(C#N)cc12. The reactants are C, C=C(C)c1cccc2ccc(C#N)cc12, CCO, [Pd]. Reaction SMILES: [C:16].[C:1](#[N:2])[c:3]1[cH:4][c:5]2[c:6]([C:13](=[CH2:14])[CH3:15])[cH:7][cH:8][cH:9][c:10]2[cH:11][cH:12]1.[CH3:18][CH2:19][OH:20].[Pd:17]>>[C:1](#[N:2])[c:3]1[cH:4][c:5]2[c:6]([CH:13]([CH3:14])[CH3:15])[cH:7][cH:8][cH:9][c:10]2[cH:11][cH:12]1. Reactants: ClCCl (dichloromethane), C(C)OC(=O)[C@H]1CN(CCC1)CCON=C1C(=CCCC1)C1=CC=CC=C1 ((R)-1-(2-(((2-phenylcyclohex-2-enylidene)amino)oxy)ethyl)-3-piperidinecarboxylic acid ethyl ester), Cl (hydrochloric acid), [OH-].[Na+] (sodium hydroxide). The solvent is C(C)O (ethanol). Conditions: time 3 hour. The product is Cl.C1(=CC=CC=C1)C=1C(CCCC1)=NOCCN1C[C@@H](CCC1)C(=O)O ((R)-1-(2-(((2-Phenylcyclohex-2-enylidene)amino)oxy)ethyl)-3-piperidinecarboxylic acid hydrochloride). Reaction SMILES: C([O:3][C:4]([C@@H:6]1[CH2:11][CH2:10][CH2:9][N:8]([CH2:12][CH2:13][O:14][N:15]=[C:16]2[CH2:21][CH2:20][CH2:19][CH:18]=[C:17]2[C:22]2[CH:27]=[CH:26][CH:25]=[CH:24][CH:23]=2)[CH2:7]1)=[O:5])C.[OH-].[Na+].Cl.[Cl:31]CCl>C(O)C>[ClH:31].[C:22]1([C:17]2[C:16](=[N:15][O:14][CH2:13][CH2:12][N:8]3[CH2:9][CH2:10][CH2:11][C@@H:6]([C:4]([OH:5])=[O:3])[CH2:7]3)[CH2:21][CH2:20][CH2:19][CH:18]=2)[CH:27]=[CH:26][CH:25]=[CH:24][CH:23]=1 |f:1.2,6.7|. Procedure: The above ester (0.4 g, 1.1 mmol) was dissolved in ethanol (10 ml) and 4N sodium hydroxide (1 ml) was added. The mixture was stirred at ambient temperature for 3 h and excess concentrated hydrochloric acid was added followed by dichloromethane (400 ml). The suspension was dried (MgSO4) and the solvent evaporated in vacuo. The residue was re-evaporated with acetone, dissolved in acetone (10 ml) and left for crystallisation. This afforded 0.17 g of the title compound as a solid. Reactants: CS(=O)(=O)C1=CC=C(N)C=C1 (4-(methylsulfonyl)aniline), C[Al](C)C (trimethylaluminum), FC(C1=CC=C(C#N)C=C1)(F)F (4-trifluoromethylbenzonitrile). Run in C1(=CC=CC=C1)C (toluene), C1(=CC=CC=C1)C (toluene), C(Cl)(Cl)Cl (chloroform). Run at time 2.5 hour. The product is FC(C1=CC=C(C=C1)C(NC1=CC=C(C=C1)S(=O)(=O)C)=N)(F)F (4-(trifluoromethyl)-N-[4-(methylsulfonyl)phenyl]benzenecarboximidamide). Reaction SMILES: [CH3:1][S:2]([C:5]1[CH:11]=[CH:10][C:8]([NH2:9])=[CH:7][CH:6]=1)(=[O:4])=[O:3].C[Al](C)C.[F:16][C:17]([F:27])([F:26])[C:18]1[CH:25]=[CH:24][C:21]([C:22]#[N:23])=[CH:20][CH:19]=1>C1(C)C=CC=CC=1.C(Cl)(Cl)Cl>[F:16][C:17]([F:26])([F:27])[C:18]1[CH:19]=[CH:20][C:21]([C:22](=[NH:23])[NH:9][C:8]2[CH:10]=[CH:11][C:5]([S:2]([CH3:1])(=[O:3])=[O:4])=[CH:6][CH:7]=2)=[CH:24][CH:25]=1. Reported procedure: To a suspension of 4-(methylsulfonyl)aniline (10 mmol) in toluene (100 mL), trimethylaluminum (2M solution in toluene, 15 mmol) is added over 15 minutes. The reaction mixture is warmed to room temperature and stirred for 2.5 hours. A solution of 4-trifluoromethylbenzonitrile (20 mmol) in toluene (50 mL) is added over 10 minutes and the reaction mixture is heated to 80-85° C. After 20 hours, the reaction mixture is cooled to room temperature and poured over a slurry of silica gel in chloroform. A... The reactants are C(C)(C)C1=CC=C(C=C1)OC(=O)N1CC(CCC1)C1=CC(=CC=C1)OC(C)(C)C(=O)OCC1=CC=CC=C1 (3-[3-(1-Benzyloxycarbonyl-1-methyl-ethoxy)-phenyl]-piperidine-1-carboxylic acid 4-isopropyl-phenyl ester). Solvent: CO (methanol). Reaction SMILES: [CH:1]([C:4]1[CH:9]=[CH:8][C:7]([O:10][C:11]([N:13]2[CH2:18][CH2:17][CH2:16][CH:15]([C:19]3[CH:24]=[CH:23][CH:22]=[C:21]([O:25][C:26]([C:29]([O:31]CC4C=CC=CC=4)=[O:30])([CH3:28])[CH3:27])[CH:20]=3)[CH2:14]2)=[O:12])=[CH:6][CH:5]=1)([CH3:3])[CH3:2]>[Pd].CO>[CH:1]([C:4]1[CH:9]=[CH:8][C:7]([O:10][C:11]([N:13]2[CH2:18][CH2:17][CH2:16][CH:15]([C:19]3[CH:24]=[CH:23][CH:22]=[C:21]([O:25][C:26]([C:29]([OH:31])=[O:30])([CH3:27])[CH3:28])[CH:20]=3)[CH2:14]2)=[O:12])=[CH:6][CH:5]=1)([CH3:3])[CH3:2]. Conditions: time 3 hour. Reported procedure: 10% Palladium on carbon (180 mg, 10 wt %) was added to a solution of 3-[3-(1-Benzyloxycarbonyl-1-methyl-ethoxy)-phenyl]-piperidine-1-carboxylic acid 4-isopropyl-phenyl ester (1.76 g, 3.41 mmol) in methanol (15 mL) and the resulting mixture hydrogenated at atmospheric pressure for 3 h. The reaction mixture was filtered through a plug of celite and the celite plug washed thoroughly with ethyl acetate. The combined filtrates were concentrated under reduced pressure to provide 1.26 g (87%) of: 3-[3-... Product: C(C)(C)C1=CC=C(C=C1)OC(=O)N1CC(CCC1)C1=CC(=CC=C1)OC(C)(C)C(=O)O (3-[3-(1-Carboxy-1-methyl-ethoxy)-phenyl]-piperidine-1-carboxylic acid 4-isopropyl-phenyl ester). The reagents and catalysts are [Pd] (Palladium on carbon). Starting materials: solid, Cl.Cl.Cl.CC1=CC2=C(C(=N1)N1CCN(CC1)CC[C@@H]1CC[C@H](CC1)N)C=CO2 (trans-4-{2-[4-(6-methyl-furo[3,2-c]pyridin-4-yl)-piperazin-1-yl]-ethyl}-cyclohexylamine trihydrochloride), Cl.Cl.Cl.CC1=CC2=C(C(=N1)N1CCN(CC1)CC[C@@H]1CC[C@H](CC1)N)C=CO2 (trans-4-{2-[4-(6-methyl-furo[3,2-c]pyridin-4-yl)-piperazin-1-yl]-ethyl}-cyclohexylamine trihydrochloride), O1CCC(CC1)CC(=O)O (tetrahydropyran-4-yl-acetic acid). Yields the product CC1=CC2=C(C(=N1)N1CCN(CC1)CC[C@@H]1CC[C@H](CC1)NC(CC1CCOCC1)=O)C=CO2 (trans-N-(4-{2-[4-(6-Methyl-furo[3,2-c]pyridin-4-yl)-piperazin-1-yl]-ethyl}-cyclohexyl)-2-(tetrahydro-pyran-4-yl)-acetamide). RXN SMILES: Cl.Cl.Cl.[CH3:4][C:5]1[N:10]=[C:9]([N:11]2[CH2:16][CH2:15][N:14]([CH2:17][CH2:18][C@H:19]3[CH2:24][CH2:23][C@H:22]([NH2:25])[CH2:21][CH2:20]3)[CH2:13][CH2:12]2)[C:8]2[CH:26]=[CH:27][O:28][C:7]=2[CH:6]=1.[O:29]1[CH2:34][CH2:33][CH:32]([CH2:35][C:36](O)=[O:37])[CH2:31][CH2:30]1>>[CH3:4][C:5]1[N:10]=[C:9]([N:11]2[CH2:12][CH2:13][N:14]([CH2:17][CH2:18][C@H:19]3[CH2:20][CH2:21][C@H:22]([NH:25][C:36](=[O:37])[CH2:35][CH:32]4[CH2:33][CH2:34][O:29][CH2:30][CH2:31]4)[CH2:23][CH2:24]3)[CH2:15][CH2:16]2)[C:8]2[CH:26]=[CH:27][O:28][C:7]=2[CH:6]=1 |f:0.1.2.3|. Procedure: The title compound, off-white solid (131 mg, 93%), MS (ISP) m/z=469.5 [(M+H)+], mp 212.5° C., was prepared in accordance with the general method of example 32 from trans-4-{2-[4-(6-methyl-furo[3,2-c]pyridin-4-yl)-piperazin-1-yl]-ethyl}-cyclohexylamine trihydrochloride (intermediate D) (136 mg, 0.3 mmol) and tetrahydropyran-4-yl-acetic acid. Starting materials: C(#N)C=1C=CC2=C(C3C(C(O2)(C)C)O3)C1 (6-cyano-3,4-dihydro-2,2-dimethyl-3,4-epoxy-2H-1-benzopyran), C(#N)C=1C=CC2=C(C3C(C(O2)(C)C)O3)C1 (6-cyano-3,4-dihydro-2,2-dimethyl-3,4-epoxy-2H-1-benzopyran), COC1=CC(NC1)=O (4-methoxy-3-pyrrolin-2-one), C(CCCCCCC)OC1=CC(NC1)=O (4-octyloxy-3-pyrrolin-2-one). The product is C(#N)C=1C=CC2=C([C@H]([C@@H](C(O2)(C)C)O)N2C(C=C(C2)OC)=O)C1 (6-cyano-3,4-dihydro-2,2-dimethyl-trans-3-hydroxy-4-(4-methoxy-2-oxo-3-pyrrolin-1-yl)-2H-1-benzopyran). Reaction SMILES: [C:1]([C:3]1[CH:4]=[CH:5][C:6]2[O:11][C:10]([CH3:13])([CH3:12])[CH:9]3[O:14][CH:8]3[C:7]=2[CH:15]=1)#[N:2].[CH3:16][O:17][C:18]1[CH2:22][NH:21][C:20](=[O:23])[CH:19]=1.C(OC1CNC(=O)C=1)CCCCCCC>>[C:1]([C:3]1[CH:4]=[CH:5][C:6]2[O:11][C:10]([CH3:13])([CH3:12])[C@@H:9]([OH:14])[C@H:8]([N:21]3[CH2:22][C:18]([O:17][CH3:16])=[CH:19][C:20]3=[O:23])[C:7]=2[CH:15]=1)#[N:2]. Reported procedure: Similarly, optionally replacing 6-cyano-3,4-dihydro-2,2-dimethyl-3,4-epoxy-2H-1-benzopyran with the appropriate compound of formula (2), and optionally replacing 4-methoxy-3-pyrrolin-2-one with the appropriate compound of formula (3), the following compounds of formula (I) are prepared: Reactants: ClC1=CC=C(CCl)C=C1 (4-chlorobenzyl chloride), N1CC(C(=O)OCC)CCC1 (ethyl nipecotate). Run in CC#N (CH3CN). Conditions: temperature 70 celsius, time 1.5 hour. The product is ClC1=CC=C(CN2CC(C(=O)OCC)CCC2)C=C1 (ethyl 1-(4-chlorobenzyl)nipecotate). The yield is 98.1%. RXN SMILES: [Cl:1][C:2]1[CH:9]=[CH:8][C:5]([CH2:6]Cl)=[CH:4][CH:3]=1.[NH:10]1[CH2:20][CH2:19][CH2:18][CH:12]([C:13]([O:15][CH2:16][CH3:17])=[O:14])[CH2:11]1>CC#N>[Cl:1][C:2]1[CH:9]=[CH:8][C:5]([CH2:6][N:10]2[CH2:20][CH2:19][CH2:18][CH:12]([C:13]([O:15][CH2:16][CH3:17])=[O:14])[CH2:11]2)=[CH:4][CH:3]=1. Procedure details: 4-chlorobenzyl chloride (6.42 g, 39.9 mmol) and 1Pr2NEt (7.74 g, 40.0 mmol) were added to a solution of ethyl nipecotate (6.29 g, 40.0 mmol) in CH3CN (15 mL). The reaction mixture was stirred at 70° C. for 1.5 h. The solvent was removed under reduced pressure. Saturated aqueous NaHCO3 (50 mL) was added to the residue and the mixture was extracted with EtOAc (100 mL). The organic phase was washed with saturated aqueous NaHCO3 and brine, and dried over Na2SO4. The solvent was removed under reduced...